This data is from the Open Reaction Database (ORD), a public repository of structured organic reaction records. The task is: describe an organic reaction: reactants, conditions, products, and yield The reactants are FC1=C(C(=O)C(C(=O)OCC)=CNCC2=NC=CC=C2)C=C(C(=C1OC(F)F)F)F (ethyl 2-(2,4,5-trifluoro-3-difluoromethoxybenzoyl)-3-(2-pyridylmethylamino)acrylate), C(O)([O-])=O.[Na+] (sodium hydrogen carbonate), O (water). Solvent: CN(C=O)C (N,N-dimethylformamide). Conditions: temperature 120 celsius, time 30 minute. Yields the product FC=1C=C2C(C(=CN(C2=C(C1F)OC(F)F)CC1=NC=CC=C1)C(=O)OCC)=O (ethyl 6,7-difluoro-8-difluoromethoxy-1-(2-pyridylmethyl)-1,4-dihydro-4-oxoquinoline-3-carboxylate). Isolated yield 48.7%. RXN SMILES: F[C:2]1[C:24]([O:25][CH:26]([F:28])[F:27])=[C:23]([F:29])[C:22]([F:30])=[CH:21][C:3]=1[C:4]([C:6](=[CH:12][NH:13][CH2:14][C:15]1[CH:20]=[CH:19][CH:18]=[CH:17][N:16]=1)[C:7]([O:9][CH2:10][CH3:11])=[O:8])=[O:5].C(=O)([O-])O.[Na+].O>CN(C)C=O>[F:30][C:22]1[CH:21]=[C:3]2[C:2](=[C:24]([O:25][CH:26]([F:28])[F:27])[C:23]=1[F:29])[N:13]([CH2:14][C:15]1[CH:20]=[CH:19][CH:18]=[CH:17][N:16]=1)[CH:12]=[C:6]([C:7]([O:9][CH2:10][CH3:11])=[O:8])[C:4]2=[O:5] |f:1.2|. Procedure: In 50 ml of N,N-dimethylformamide was dissolved 5.6 g (0.013 mole) of ethyl 2-(2,4,5-trifluoro-3-difluoromethoxybenzoyl)-3-(2-pyridylmethylamino)acrylate, and 2.2 g (0.026 mole) of sodium hydrogen carbonate was added thereto. The mixture was stirred at 120° C. for 30 minutes. Then, the reaction mixture was poured into 200 ml of water, and crystals precipitated were collected by filtration. The collected crystals were washed with water and ethanol and dried to obtain 2.6 g of ethyl 6,7-difluoro-8... The reactants are CCOC(=O)CCc1ccc(N(C2CCc3c(-c4c(C)cc(OCCSCC)cc4C)cccc32)S(=O)(=O)c2ccccc2[N+](=O)[O-])cc1F, CCO, Cl, [Na+], C1CCOC1, [OH-]. Yields the product CCSCCOc1cc(C)c(-c2cccc3c2CCC3N(c2ccc(CCC(=O)O)c(F)c2)S(=O)(=O)c2ccccc2[N+](=O)[O-])c(C)c1. RXN SMILES: [CH2:1]([CH3:2])[S:3][CH2:4][CH2:5][O:6][c:7]1[cH:8][c:9]([CH3:50])[c:10](-[c:14]2[c:15]3[c:19]([cH:20][cH:21][cH:22]2)[CH:18]([N:23]([c:24]2[cH:25][c:26]([F:37])[c:27]([CH2:30][CH2:31][C:32](=[O:33])[O:34][CH2:35][CH3:36])[cH:28][cH:29]2)[S:38](=[O:39])(=[O:40])[c:41]2[c:42]([N+:47](=[O:48])[O-:49])[cH:43][cH:44][cH:45][cH:46]2)[CH2:17][CH2:16]3)[c:11]([CH3:13])[cH:12]1.[CH3:51][CH2:52][OH:53].[ClH:56].[Na+:55].[O:57]1[CH2:58][CH2:59][CH2:60][CH2:61]1.[OH-:54]>>[CH2:1]([CH3:2])[S:3][CH2:4][CH2:5][O:6][c:7]1[cH:8][c:9]([CH3:50])[c:10](-[c:14]2[c:15]3[c:19]([cH:20][cH:21][cH:22]2)[CH:18]([N:23]([c:24]2[cH:25][c:26]([F:37])[c:27]([CH2:30][CH2:31][C:32](=[O:33])[OH:34])[cH:28][cH:29]2)[S:38](=[O:39])(=[O:40])[c:41]2[c:42]([N+:47](=[O:48])[O-:49])[cH:43][cH:44][cH:45][cH:46]2)[CH2:17][CH2:16]3)[c:11]([CH3:13])[cH:12]1. The reactants are C, CO, O=[N+]([O-])c1cccc(-c2ccc3c(-c4ccc(O)cc4)cn(-c4ccncc4)c3c2)c1, [Pd]. Product: Nc1cccc(-c2ccc3c(-c4ccc(O)cc4)cn(-c4ccncc4)c3c2)c1. RXN SMILES: [C:32].[CH3:34][OH:35].[N+:1]([O-:2])(=[O:3])[c:4]1[cH:5][c:6](-[c:10]2[cH:11][cH:12][c:13]3[c:14](-[c:25]4[cH:26][cH:27][c:28]([OH:31])[cH:29][cH:30]4)[cH:15][n:16](-[c:19]4[cH:20][cH:21][n:22][cH:23][cH:24]4)[c:17]3[cH:18]2)[cH:7][cH:8][cH:9]1.[Pd:33]>>[NH2:1][c:4]1[cH:5][c:6](-[c:10]2[cH:11][cH:12][c:13]3[c:14](-[c:25]4[cH:26][cH:27][c:28]([OH:31])[cH:29][cH:30]4)[cH:15][n:16](-[c:19]4[cH:20][cH:21][n:22][cH:23][cH:24]4)[c:17]3[cH:18]2)[cH:7][cH:8][cH:9]1. The reactants are BrB(Br)Br, CCNC(=O)Nc1nc2cc(-c3cccnc3)cc(-c3cccc(OC)n3)c2s1, ClCCl. Yields the product CCNC(=O)Nc1nc2cc(-c3cccnc3)cc(-c3cccc(O)n3)c2s1. RXN SMILES: [B:30]([Br:31])([Br:32])[Br:33].[CH2:1]([CH3:2])[NH:3][C:4](=[O:5])[NH:6][c:7]1[s:8][c:9]2[c:10]([n:11]1)[cH:12][c:13](-[c:24]1[cH:25][n:26][cH:27][cH:28][cH:29]1)[cH:14][c:15]2-[c:16]1[n:17][c:18]([O:22][CH3:23])[cH:19][cH:20][cH:21]1.[Cl:34][CH2:35][Cl:36]>>[CH2:1]([CH3:2])[NH:3][C:4](=[O:5])[NH:6][c:7]1[s:8][c:9]2[c:10]([n:11]1)[cH:12][c:13](-[c:24]1[cH:25][n:26][cH:27][cH:28][cH:29]1)[cH:14][c:15]2-[c:16]1[n:17][c:18]([OH:22])[cH:19][cH:20][cH:21]1. The reactants are [BH4-].[Na+] (sodium borohydride), O1C=C(C=C1)C(C(C(=O)OCC)CC1=CC=C(C=C1)C(F)(F)F)=O (ethyl 3-(3-furanyl)-3-oxo-2-((4-(trifluoromethyl)phenyl)methyl)propionate), Cl (Hydrochloric acid). Reagents/catalysts: [Cl-].[Zn+2].[Cl-] (zinc chloride). Run in C(C)OCC (diethyl ether), C(C)OCC (diethyl ether). Conditions: time 2 hour. Product: O1C=C(C=C1)C(C(C(=O)OCC)CC1=CC=C(C=C1)C(F)(F)F)O (ethyl (2RS,3RS)-3-(3-furanyl)-3-hydroxy-2-((4-(trifluoromethyl)phenyl)methyl)propionate). Isolated yield 97.9%. As a reaction SMILES: [BH4-].[Na+].[O:3]1[CH:7]=[CH:6][C:5]([C:8](=[O:26])[CH:9]([CH2:15][C:16]2[CH:21]=[CH:20][C:19]([C:22]([F:25])([F:24])[F:23])=[CH:18][CH:17]=2)[C:10]([O:12][CH2:13][CH3:14])=[O:11])=[CH:4]1.Cl>C(OCC)C.[Cl-].[Zn+2].[Cl-]>[O:3]1[CH:7]=[CH:6][C:5]([CH:8]([OH:26])[CH:9]([CH2:15][C:16]2[CH:17]=[CH:18][C:19]([C:22]([F:24])([F:25])[F:23])=[CH:20][CH:21]=2)[C:10]([O:12][CH2:13][CH3:14])=[O:11])=[CH:4]1 |f:0.1,5.6.7|. Procedure details: To a solution of zinc chloride (16.0 g, 117 mmol) in diethyl ether (250 ml) was added sodium borohydride (8.9 g, 235 mmol) and the mixture was stirred at room temperature for 2 hrs. The insoluble material was filtered off. To the filtrate was added a solution of ethyl 3-(3-furanyl)-3-oxo-2-((4-(trifluoromethyl)phenyl)methyl)propionate (20 g, 58.8 mmol) in diethyl ether (50 ml) and the mixture was stirred at room temperature for 30 min. 1N Hydrochloric acid was added to the reaction solution unde...